Dataset: the Open Reaction Database (ORD), a public repository of structured organic reaction records. Task: describe an organic reaction: reactants, conditions, products, and yield Reactants: B(F)(F)F.CCOCC (BF3.Et2O), C(C=C)OCCOC1=C(C=C(C(=C1)Cl)CC1=CC=C(C=C1)CC)Br (1-(2-(allyloxy)ethoxy)-2-bromo-5-chloro-4-(4-ethylbenzyl)benzene), [Li]CCCC (n-BuLi), [SiH](CC)(CC)CC (Et3SiH), C[Si](O[C@H]1C(O[C@@H]([C@H]([C@@H]1O[Si](C)(C)C)O[Si](C)(C)C)CO[Si](C)(C)C)=O)(C)C ((3R,4S,5R,6R)-3,4,5-tris(trimethylsilyloxy)-6-((trimethylsilyloxy)methyl)-tetrahydropyran-2-one), crude product. Run in C1CCOC1 (THF), C1CCOC1 (THF), CC#N (CH3CN). Conditions: time 1 hour. Yields the product C(C=C)OCCOC1=C(C=C(C(=C1)Cl)CC1=CC=C(C=C1)CC)[C@@H]1O[C@@H]([C@H]([C@@H]([C@H]1O)O)O)CO ((2S,3R,4R,5S,6R)-2-(2-(2-(allyloxy)ethoxy)-4-chloro-5-(4-ethylbenzyl)phenyl)-6-(hydroxymethyl)tetrahydro-2H-pyran-3,4,5-triol). As a reaction SMILES: [CH2:1]([O:4][CH2:5][CH2:6][O:7][C:8]1[CH:13]=[C:12]([Cl:14])[C:11]([CH2:15][C:16]2[CH:21]=[CH:20][C:19]([CH2:22][CH3:23])=[CH:18][CH:17]=2)=[CH:10][C:9]=1Br)[CH:2]=[CH2:3].[Li]CCCC.C[Si](C)(C)[O:32][C@@H:33]1[C@@H:38]([O:39][Si](C)(C)C)[C@H:37]([O:44][Si](C)(C)C)[C@@H:36]([CH2:49][O:50][Si](C)(C)C)[O:35][C:34]1=O.[SiH](CC)(CC)CC.B(F)(F)F.CCOCC>C1COCC1.CC#N>[CH2:1]([O:4][CH2:5][CH2:6][O:7][C:8]1[CH:13]=[C:12]([Cl:14])[C:11]([CH2:15][C:16]2[CH:21]=[CH:20][C:19]([CH2:22][CH3:23])=[CH:18][CH:17]=2)=[CH:10][C:9]=1[C@H:34]1[C@H:33]([OH:32])[C@@H:38]([OH:39])[C@H:37]([OH:44])[C@@H:36]([CH2:49][OH:50])[O:35]1)[CH:2]=[CH2:3] |f:4.5|. Procedure: To a solution of 1-(2-(allyloxy)ethoxy)-2-bromo-5-chloro-4-(4-ethylbenzyl)benzene (AV) (1.74 g, 4.25 mmol) in anhydrous THF (10 mL) at −78° C., was added dropwise n-BuLi (2.9 M, 1.76 mL) and stirring was continued at −78° C. for 1 hour. The mixture was transferred to a solution of (3R,4S,5R,6R)-3,4,5-tris(trimethylsilyloxy)-6-((trimethylsilyloxy)methyl)-tetrahydropyran-2-one (2.18 g, 4.68 mmol) in anhydrous THF (10 mL) at −78° C., and stirring was continued at −78° C. for 2 hours until the start... The reactants are C, CO, COCOc1cc2c(cc1[N+](=O)[O-])CCC2, [Pd]. Product: COCOc1cc2c(cc1N)CCC2. Reaction SMILES: [C:19].[CH3:17][OH:18].[CH3:1][O:2][CH2:3][O:4][c:5]1[cH:6][c:7]2[c:11]([cH:12][c:13]1[N+:14]([O-:15])=[O:16])[CH2:10][CH2:9][CH2:8]2.[Pd:20]>>[CH3:1][O:2][CH2:3][O:4][c:5]1[cH:6][c:7]2[c:11]([cH:12][c:13]1[NH2:14])[CH2:10][CH2:9][CH2:8]2.